Dataset: the Open Reaction Database (ORD), a public repository of structured organic reaction records. Task: describe an organic reaction: reactants, conditions, products, and yield The reactants are c1ccc2c(c1)CCN2, CN(C)C=O, CCN(C(C)C)C(C)C, O=[N+]([O-])c1cc(C(F)(F)F)ccc1F, O. Yields the product O=[N+]([O-])c1cc(C(F)(F)F)ccc1N1CCc2ccccc21. As a reaction SMILES: [CH2:1]1[CH2:2][c:3]2[cH:4][cH:5][cH:6][cH:7][c:8]2[NH:9]1.[CH3:19][N:20]([CH3:21])[CH:22]=[O:23].[CH:10]([N:11]([CH2:12][CH3:13])[CH:14]([CH3:15])[CH3:16])([CH3:17])[CH3:18].[F:24][c:25]1[c:26]([N+:35](=[O:36])[O-:37])[cH:27][c:28]([C:31]([F:32])([F:33])[F:34])[cH:29][cH:30]1.[OH2:38]>>[CH2:1]1[CH2:2][c:3]2[cH:4][cH:5][cH:6][cH:7][c:8]2[N:9]1[c:25]1[c:26]([N+:35](=[O:36])[O-:37])[cH:27][c:28]([C:31]([F:32])([F:33])[F:34])[cH:29][cH:30]1. Starting materials: CC(C)(C)[Si](C)(C)Cl, CCOCC, Nc1ccc(O)cc1[N+](=O)[O-], CN(C)C=O, c1c[nH]cn1. Yields the product CC(C)(C)[Si](C)(C)Oc1ccc(N)c([N+](=O)[O-])c1. As a reaction SMILES: [C:12]([CH3:13])([CH3:14])([CH3:15])[Si:16]([CH3:17])([CH3:18])[Cl:19].[CH3:30][CH2:31][O:32][CH2:33][CH3:34].[NH2:1][c:2]1[c:3]([N+:9](=[O:10])[O-:11])[cH:4][c:5]([OH:8])[cH:6][cH:7]1.[O:25]=[CH:26][N:27]([CH3:28])[CH3:29].[nH:20]1[cH:21][cH:22][n:23][cH:24]1>>[NH2:1][c:2]1[c:3]([N+:9](=[O:10])[O-:11])[cH:4][c:5]([O:8][Si:16]([C:12]([CH3:13])([CH3:14])[CH3:15])([CH3:17])[CH3:18])[cH:6][cH:7]1. The reactants are CCCCN(CCCC)CCCN, C1CCOC1, Cc1ccc(C(=O)NC(C)C)cc1-c1nc(S(C)=O)nc2c1CNC(=O)N2c1c(F)cccc1F. The product is CCCCN(CCCC)CCCNc1nc(-c2cc(C(=O)NC(C)C)ccc2C)c2c(n1)N(c1c(F)cccc1F)C(=O)NC2. RXN SMILES: [CH2:36]([CH2:37][CH2:38][CH3:39])[N:40]([CH2:41][CH2:42][CH2:43][NH2:44])[CH2:45][CH2:46][CH2:47][CH3:48].[CH2:49]1[O:50][CH2:51][CH2:52][CH2:53]1.[F:1][c:2]1[c:3]([N:9]2[C:10](=[O:35])[NH:11][CH2:12][c:13]3[c:14]2[n:15][c:16]([S:32]([CH3:33])=[O:34])[n:17][c:18]3-[c:19]2[cH:20][c:21]([C:22](=[O:23])[NH:24][CH:25]([CH3:26])[CH3:27])[cH:28][cH:29][c:30]2[CH3:31])[c:4]([F:8])[cH:5][cH:6][cH:7]1>>[F:1][c:2]1[c:3]([N:9]2[C:10](=[O:35])[NH:11][CH2:12][c:13]3[c:14]2[n:15][c:16]([NH:44][CH2:43][CH2:42][CH2:41][N:40]([CH2:36][CH2:37][CH2:38][CH3:39])[CH2:45][CH2:46][CH2:47][CH3:48])[n:17][c:18]3-[c:19]2[cH:20][c:21]([C:22](=[O:23])[NH:24][CH:25]([CH3:26])[CH3:27])[cH:28][cH:29][c:30]2[CH3:31])[c:4]([F:8])[cH:5][cH:6][cH:7]1. Reactants: C(C)(C)(C)C=1C=C(C(C1)=C(C1=CC=CC=C1)C1=CC=CC=C1)C (3-tert-butyl-1-methyl-6,6-diphenyl fulvene), solution, C(C)(C)(C)C=1C=CC=2CC3=CC=C(C=C3C2C1)C(C)(C)C (3,6-di-tert-butyl-fluorene), C(CCC)[Li].CCCCCC (n-butyl lithium hexane), O (water). Run in C(C)OCC (diethyl ether), C(C)OCC (diethyl ether), C(C)OCC (diethyl ether). The product is C(C)(C)(C)C1=CC(C(=C1)C)C(C1=CC=CC=C1)(C1=CC=CC=C1)C1=CC(=CC=2C3=CC(=CC=C3CC12)C(C)(C)C)C(C)(C)C ((3-tert-butyl-5-methyl-cyclopentadienyl)(3,6-di-tert-butyl-fluorenyl)diphenylmethane), solid. Yield: 71.0%. As a reaction SMILES: [C:1]([C:5]1[CH:6]=[CH:7][C:8]2[CH2:9][C:10]3[C:15]([C:16]=2[CH:17]=1)=[CH:14][C:13]([C:18]([CH3:21])([CH3:20])[CH3:19])=[CH:12][CH:11]=3)([CH3:4])([CH3:3])[CH3:2].C([Li])CCC.CCCCCC.[C:33]([C:37]1[CH:38]=[C:39]([CH3:55])[C:40](=[C:42]([C:49]2[CH:54]=[CH:53][CH:52]=[CH:51][CH:50]=2)[C:43]2[CH:48]=[CH:47][CH:46]=[CH:45][CH:44]=2)[CH:41]=1)([CH3:36])([CH3:35])[CH3:34].O>C(OCC)C>[C:33]([C:37]1[CH:38]=[C:39]([CH3:55])[CH:40]([C:42]([C:11]2[C:10]3[CH2:9][C:8]4[C:16](=[CH:17][C:5]([C:1]([CH3:4])([CH3:3])[CH3:2])=[CH:6][CH:7]=4)[C:15]=3[CH:14]=[C:13]([C:18]([CH3:21])([CH3:20])[CH3:19])[CH:12]=2)([C:43]2[CH:44]=[CH:45][CH:46]=[CH:47][CH:48]=2)[C:49]2[CH:50]=[CH:51][CH:52]=[CH:53][CH:54]=2)[CH:41]=1)([CH3:34])([CH3:35])[CH3:36] |f:1.2|. Procedure details: In a 200 ml three-necked flask equipped with a magnetic stirrer chip and three-way cock thoroughly purged with nitrogen, 3.01 g of 3,6-di-tert-butyl-fluorene (10.8 mmol) was dissolved in 80 ml of dehydrated diethyl ether in a nitrogen atmosphere. To the solution, 7.6 ml of a n-butyl lithium/hexane solution (1.56M: 11.9 mmol) was gradually added dropwise in an ice bath and stirred at room temperature over night. To the reaction solution, 50 ml of a solution prepared by dissolving 4.86 g of 3-tert... Reactants: CC(=NO)C(C)(C)NOCCNC(C)(C)C(CCN1C(=O)c2ccccc2C1=O)=NO, ClCCl, NN. Product: CC(C)=CCCN1C(=O)c2ccccc2C1=O. As a reaction SMILES: [C:1]1(=[O:31])[c:2]2[c:3]([cH:27][cH:28][cH:29][cH:30]2)[C:4](=[O:26])[N:5]1[CH2:6][CH2:7][C:8]([C:9]([NH:12][CH2:13][CH2:14][O:15][NH:16][C:17]([CH3:18])([CH3:19])[C:20](=[N:21][OH:24])[CH3:25])([CH3:22])[CH3:23])=[N:10][OH:11].[CH2:34]([Cl:35])[Cl:36].[NH2:32][NH2:33]>>[C:1]1(=[O:31])[c:2]2[c:3]([cH:27][cH:28][cH:29][cH:30]2)[C:4](=[O:26])[N:5]1[CH2:6][CH2:7][CH:8]=[C:9]([CH3:22])[CH3:23]. The reactants are [OH-].[Na+] (sodium hydroxide), CO (MeOH), FC1=CC=C2C(=NN(C2=C1)C)C=1N=C2C(=NC1)N(C=C2C(=O)NC(C)[C@@H]2C[C@H](C2)OC(C2=CC=C(C=C2)[N+](=O)[O-])=O)COCC[Si](C)(C)C (4-nitrobenzoic acid trans-3-(1-{[2-(6-fluoro-1-methyl-1H-indazol-3-yl)-5-(2-trimethylsilanyl-ethoxymethyl)-5H-pyrrolo[2,3-b]pyrazine-7-carbonyl]-amino}-ethyl)-cyclobutyl ester). Solvent: O (water), O (water), C1CCOC1 (THF). Run at time 30 minute. Yields the product O[C@@H]1C[C@H](C1)C(C)NC(=O)C1=CN(C2=NC=C(N=C21)C2=NN(C1=CC(=CC=C21)F)C)COCC[Si](C)(C)C (2-(6-fluoro-1-methyl-1H-indazol-3-yl)-5-(2-trimethylsilanyl-ethoxymethyl)-5H-pyrrolo[2,3-b]pyrazine-7-carboxylic acid [1-(trans-3-hydroxy-cyclobutyl)-ethyl]-amide). The yield is 72.2%. Reaction SMILES: [F:1][C:2]1[CH:10]=[C:9]2[C:5]([C:6]([C:12]3[N:13]=[C:14]4[C:20]([C:21]([NH:23][CH:24]([C@H:26]5[CH2:29][C@H:28]([O:30]C(=O)C6C=CC([N+]([O-])=O)=CC=6)[CH2:27]5)[CH3:25])=[O:22])=[CH:19][N:18]([CH2:42][O:43][CH2:44][CH2:45][Si:46]([CH3:49])([CH3:48])[CH3:47])[C:15]4=[N:16][CH:17]=3)=[N:7][N:8]2[CH3:11])=[CH:4][CH:3]=1.[OH-].[Na+].CO>C1COCC1.O>[OH:30][C@H:28]1[CH2:27][C@H:26]([CH:24]([NH:23][C:21]([C:20]2[C:14]3[C:15](=[N:16][CH:17]=[C:12]([C:6]4[C:5]5[C:9](=[CH:10][C:2]([F:1])=[CH:3][CH:4]=5)[N:8]([CH3:11])[N:7]=4)[N:13]=3)[N:18]([CH2:42][O:43][CH2:44][CH2:45][Si:46]([CH3:47])([CH3:49])[CH3:48])[CH:19]=2)=[O:22])[CH3:25])[CH2:29]1 |f:1.2|. Procedure details: To a suspension of 4-nitrobenzoic acid trans-3-(1-{[2-(6-fluoro-1-methyl-1H-indazol-3-yl)-5-(2-trimethylsilanyl-ethoxymethyl)-5H-pyrrolo[2,3-b]pyrazine-7-carbonyl]-amino}-ethyl)-cyclobutyl ester (250 mg, 0.36 mmol) in THF (12 mL) was added 10% aqueous sodium hydroxide (0.44 mL, 1.09 mmol), water (1 mL), and MeOH (2 mL). The reaction mixture was stirred at room temperature for 30 min then diluted with water and extracted with CH2Cl2 (3×). The combined organics were dried over MgSO4 and concentrat...